This data is from the Open Reaction Database (ORD), a public repository of structured organic reaction records. The task is: describe an organic reaction: reactants, conditions, products, and yield The product is O=C(OCc1ccccc1)N1CCC2OC2C1. Reactants: O=C(OO)c1cccc(Cl)c1, ClCCl, O=C(OCc1ccccc1)N1CC=CCC1. As a reaction SMILES: [Cl:17][c:18]1[cH:19][c:20]([C:25](=[O:22])[O:26][OH:27])[cH:21][cH:23][cH:24]1.[Cl:28][CH2:29][Cl:30].[N:1]1([C:7](=[O:8])[O:9][CH2:10][c:11]2[cH:12][cH:13][cH:14][cH:15][cH:16]2)[CH2:2][CH:3]=[CH:4][CH2:5][CH2:6]1>>[N:1]1([C:7](=[O:8])[O:9][CH2:10][c:11]2[cH:12][cH:13][cH:14][cH:15][cH:16]2)[CH2:2][CH:3]2[CH:4]([CH2:5][CH2:6]1)[O:22]2. Reactants: COC1=CC=C(C=C1)N1N=C(C=2CCCC(C12)CC1=CC=CC2=CC=CC=C12)C=O (1-(4-Methoxyphenyl)-7-[(naphthyl)methyl]-4,5,6,7-tetrahydro-1H-indazole-3-carboxaldehyde), solution, B(Br)(Br)Br (BBr3). Run in C(Cl)Cl (CH2Cl2), C(Cl)Cl (CH2Cl2). Conditions: time 3 hour. Product: OC1=CC=C(C=C1)N1N=C(C=2CCCC(C12)CC1=CC=CC2=CC=CC=C12)C=O (1-(4-Hydroxyphenyl)-7-[(1-naphthyl)methyl]-4,5,6,7-tetrahydro-1H-indazole-3-carboxaldehyde). Yield: 12.0%. As a reaction SMILES: C[O:2][C:3]1[CH:8]=[CH:7][C:6]([N:9]2[C:17]3[CH:16]([CH2:18][C:19]4[C:28]5[C:23](=[CH:24][CH:25]=[CH:26][CH:27]=5)[CH:22]=[CH:21][CH:20]=4)[CH2:15][CH2:14][CH2:13][C:12]=3[C:11]([CH:29]=[O:30])=[N:10]2)=[CH:5][CH:4]=1.B(Br)(Br)Br>C(Cl)Cl>[OH:2][C:3]1[CH:8]=[CH:7][C:6]([N:9]2[C:17]3[CH:16]([CH2:18][C:19]4[C:28]5[C:23](=[CH:24][CH:25]=[CH:26][CH:27]=5)[CH:22]=[CH:21][CH:20]=4)[CH2:15][CH2:14][CH2:13][C:12]=3[C:11]([CH:29]=[O:30])=[N:10]2)=[CH:5][CH:4]=1. Procedure details: 1-(4-Methoxyphenyl)-7-[(naphthyl)methyl]-4,5,6,7-tetrahydro-1H-indazole-3-carboxaldehyde (CP 325, 3.44 g, 8.68 mmol) and 26 mL of a 1.0M solution of BBr3 in CH2Cl2 (26 mmol) were combined and stirred at room temperature for 3 h. Additional CH2Cl2 was added and the solution was washed with water and brine. The mixture was concentrated and purified by MPLC using a solvent gradient ranging from 20-25% EtOAc:hexanes to give 0.40 g (12%) of the title compound as a white solid, m.p. >260° C.; 1H NMR (... Reactants: [H-].[Al+3].[Li+].[H-].[H-].[H-] (Lithium aluminium hydride), BrC1=C(C(=O)O)C=C(C=C1)S(=O)(=O)N1C=CC2=CC=CC=C12 (2-bromo-5-(indole-1-sulfonyl) benzoic acid). The solvent is O (water), O (Water), O1CCCC1 (tetrahydrofuran), O (water), O1CCCC1 (tetrahydrofuran). Conditions: temperature 2.5 celsius, time 4 hour. The product is BrC1=C(C=C(C=C1)S(=O)(=O)N1C=CC2=CC=CC=C12)CO ([2-Bromo-5-(indole-1-sulfonyl) phenyl] methanol). Isolated yield 35.4%. RXN SMILES: [H-].[Al+3].[Li+].[H-].[H-].[H-].[Br:7][C:8]1[CH:16]=[CH:15][C:14]([S:17]([N:20]2[C:28]3[C:23](=[CH:24][CH:25]=[CH:26][CH:27]=3)[CH:22]=[CH:21]2)(=[O:19])=[O:18])=[CH:13][C:9]=1[C:10](O)=[O:11]>O1CCCC1.O>[Br:7][C:8]1[CH:16]=[CH:15][C:14]([S:17]([N:20]2[C:28]3[C:23](=[CH:24][CH:25]=[CH:26][CH:27]=3)[CH:22]=[CH:21]2)(=[O:18])=[O:19])=[CH:13][C:9]=1[CH2:10][OH:11] |f:0.1.2.3.4.5|. Procedure: To a suspension of Lithium aluminium hydride (2.3 grams, 60.5 mmol) in tetrahydrofuran (20 mL) was added a solution of 2-bromo-5-(indole-1-sulfonyl) benzoic acid (17.64 grams, 46.42 mmol) (obtained from preparation 1) in tetrahydrofuran (30 mL) maintaining mass temperature at 0-5° C. The reaction mass was stirred at 0-5° C. for 4 hours. The progress of the reaction was followed by TLC. After completion of the reaction, the reaction mass was cooled to −10° C. Water (20 mL) was added water slowly ... The reactants are Cl (HCl), CCO (EtOH), COC1=CC=C(C=C1)C1=CC2=C(C(NCC2)=O)S1 (2-(4-methoxy-phenyl)-5,6-dihydro-4H-thieno[2,3-c]pyridin-7-one), BrC1=CC(=C(OCCN2CCCC2)C=C1)OC (1-[2-(4-bromo-2-methoxy-phenoxy)-ethyl]-pyrrolidine), CNCCNC (N,N′-dimethyl-ethane-1,2-diamine), C(=O)([O-])[O-].[K+].[K+] (K2CO3). Reagents/catalysts: [Cu]I (CuI). The solvent is CCOC(=O)C (EtOAc), CO (CH3OH), C1(=CC=CC=C1)C (toluene). Run at time 5 minute. Yields the product Cl.COC1=CC=C(C=C1)C1=CC2=C(C(N(CC2)C2=CC(=C(C=C2)OCCN2CCCC2)OC)=O)S1 (2-(4-Methoxy-phenyl)-6-[3-methoxy-4-(2-pyrrolidin-1-yl-ethoxy)-phenyl]-5,6-dihydro-4H-thieno[2,3-c]pyridin-7-one, hydrochloride). The yield is 100.0%. As a reaction SMILES: [CH3:1][O:2][C:3]1[CH:8]=[CH:7][C:6]([C:9]2[S:18][C:12]3[C:13](=[O:17])[NH:14][CH2:15][CH2:16][C:11]=3[CH:10]=2)=[CH:5][CH:4]=1.Br[C:20]1[CH:33]=[CH:32][C:23]([O:24][CH2:25][CH2:26][N:27]2[CH2:31][CH2:30][CH2:29][CH2:28]2)=[C:22]([O:34][CH3:35])[CH:21]=1.CNCCNC.C([O-])([O-])=O.[K+].[K+].[ClH:48].CCO>C1(C)C=CC=CC=1.CCOC(C)=O.CO.[Cu]I>[ClH:48].[CH3:1][O:2][C:3]1[CH:8]=[CH:7][C:6]([C:9]2[S:18][C:12]3[C:13](=[O:17])[N:14]([C:20]4[CH:33]=[CH:32][C:23]([O:24][CH2:25][CH2:26][N:27]5[CH2:28][CH2:29][CH2:30][CH2:31]5)=[C:22]([O:34][CH3:35])[CH:21]=4)[CH2:15][CH2:16][C:11]=3[CH:10]=2)=[CH:5][CH:4]=1 |f:3.4.5,12.13|. Procedure details: Combine 2-(4-methoxy-phenyl)-5,6-dihydro-4H-thieno[2,3-c]pyridin-7-one (0.234 g, 0.90 mmol), 1-[2-(4-bromo-2-methoxy-phenoxy)-ethyl]-pyrrolidine (Bastian, J. A., et al WO 9725033 A1) (0.271 g, 0.90 mmol), N,N′-dimethyl-ethane-1,2-diamine (16 mg, 0.18 mmol), K2CO3 (0.249 g, 1.81 mmol), and CuI (17 mmol, 0.09 mmol) in toluene (10 mL) and stir at 110° C. for 48 h. Dilute with EtOAc (100 mL) and wash with water (50 mL), containing NH3—H2O (5 mL) three times. Dry over Na2SO4, filter and purify the ma... Reactants: C(C)(C)(C)OC(=O)N1C(CC(C1)O)C(NC1(C(C1)C=C)C(=O)OCC)=O (2-(1-Ethoxycarbonyl-2-vinyl-cyclopropylcarbamoyl)-4-hydroxy-pyrrolidine-1-carboxylic acid tert-butyl ester), C(=O)(C(F)(F)F)O (TFA). Run in C(Cl)Cl (DCM). Reaction conditions: temperature 0 celsius, time 1 hour. Product: C(C)OC(=O)C1(C(C1)C=C)NC(=O)C1NCC(C1)O (1-[(4-Hydroxy-pyrrolidine-2-carbonyl)-amino]-2-vinyl-cyclopropanecarboxylic acid ethyl ester). RXN SMILES: C(OC([N:8]1[CH2:12][CH:11]([OH:13])[CH2:10][CH:9]1[C:14](=[O:26])[NH:15][C:16]1([C:21]([O:23][CH2:24][CH3:25])=[O:22])[CH2:18][CH:17]1[CH:19]=[CH2:20])=O)(C)(C)C.C(O)(C(F)(F)F)=O>C(Cl)Cl>[CH2:24]([O:23][C:21]([C:16]1([NH:15][C:14]([CH:9]2[CH2:10][CH:11]([OH:13])[CH2:12][NH:8]2)=[O:26])[CH2:18][CH:17]1[CH:19]=[CH2:20])=[O:22])[CH3:25]. Reported procedure: Compound 122 (10.5 g, 28.4 mmol) was dissolved in DCM (70 ml) and cooled to 0° C., TFA (35 ml) was added. After appr 1 h the solution was evaporated and neutralized with aqueous sodium carbonate and evaporated on silica. Purification of the crude product by column chromatography on silica (MeOH/DCM: 15/85) gave 9.7 g of still unpure compound title compound. This material was used in the next step. The reactants are [Si](C)(C)(C(C)(C)C)OC[C@@H]1C=2C3=C(N=CN=C3SC2CC1)OC1CCC(CC1)N1CC2(COC2)C1 ((3S)-3-[[(tert-butyldimethylsilyl)oxy]methyl]-12-[(4-[2-oxa-6-azaspiro[3.3]heptan-6-yl]cyclohexyl)oxy]-7-thia-9,11-diazatricyclo[6.4.0.0[2,6]]dodeca-1(12),2(6),8,10-tetraene), Cl (hydrochloric acid). Run in CO (methanol). Conditions: temperature 0 celsius, time 4 hour. Product: C1OCC12CN(C2)C2CCC(CC2)OC=2N=CN=C1SC=3CC[C@@H](C3C21)CO ([(3S)-12-[(4-[2-oxa-6-azaspiro[3.3]heptan-6-yl]cyclohexyl)oxy]-7-thia-9,11-diazatricyclo[6.4.0.0[2,6]]dodeca-1(12),2(6),8,10-tetraen-3-yl]methanol). The yield is 88.9%. RXN SMILES: [Si]([O:8][CH2:9][C@H:10]1[CH2:21][CH2:20][C:19]2[S:18][C:17]3[C:12](=[C:13]([O:22][CH:23]4[CH2:28][CH2:27][CH:26]([N:29]5[CH2:35][C:31]6([CH2:34][O:33][CH2:32]6)[CH2:30]5)[CH2:25][CH2:24]4)[N:14]=[CH:15][N:16]=3)[C:11]1=2)(C(C)(C)C)(C)C.Cl>CO>[CH2:32]1[C:31]2([CH2:35][N:29]([CH:26]3[CH2:27][CH2:28][CH:23]([O:22][C:13]4[N:14]=[CH:15][N:16]=[C:17]5[C:12]=4[C:11]4[C@@H:10]([CH2:9][OH:8])[CH2:21][CH2:20][C:19]=4[S:18]5)[CH2:24][CH2:25]3)[CH2:30]2)[CH2:34][O:33]1. Procedure: To a solution of (3S)-3-[[(tert-butyldimethylsilyl)oxy]methyl]-12-[(4-[2-oxa-6-azaspiro[3.3]heptan-6-yl]cyclohexyl)oxy]-7-thia-9,11-diazatricyclo[6.4.0.0[2,6]]dodeca-1(12),2(6),8,10-tetraene (360 mg, 0.70 mmol, 1.00 equiv) in methanol (65 mL) was added 0.04 M aqueous hydrochloric acid (13 mL) at 0° C. The resulting solution was stirred for 4 h at 0° C. and then quenched with saturated aqueous sodium bicarbonate. The resulting solution was extracted with 3×50 mL of ethyl acetate. The combined org...